This data is from the Open Reaction Database (ORD), a public repository of structured organic reaction records. The task is: describe an organic reaction: reactants, conditions, products, and yield Reactants: CCS(N)(F)(F)(F)CC, ClCCl, CC(C)(C)OC(=O)NC1CCC(OCC(O)c2ccccc2F)CC1. Yields the product CC(C)(C)OC(=O)NC1CCC(OCC(F)c2ccccc2F)CC1. As a reaction SMILES: [CH2:26]([S:27]([F:28])([F:29])([CH2:30][CH3:31])([F:32])[NH2:33])[CH3:34].[Cl:35][CH2:36][Cl:37].[F:1][c:2]1[c:3]([CH:8]([CH2:9][O:10][CH:11]2[CH2:12][CH2:13][CH:14]([NH:17][C:18]([O:19][C:20]([CH3:21])([CH3:22])[CH3:23])=[O:24])[CH2:15][CH2:16]2)[OH:25])[cH:4][cH:5][cH:6][cH:7]1>>[F:1][c:2]1[c:3]([CH:8]([CH2:9][O:10][CH:11]2[CH2:12][CH2:13][CH:14]([NH:17][C:18]([O:19][C:20]([CH3:21])([CH3:22])[CH3:23])=[O:24])[CH2:15][CH2:16]2)[F:32])[cH:4][cH:5][cH:6][cH:7]1.